From a dataset of the Open Reaction Database (ORD), a public repository of structured organic reaction records. describe an organic reaction: reactants, conditions, products, and yield The reactants are [S] (Sulfur), CC1SC(=C(NC1=O)C)C1C=CN(C=C1)C(=O)OCC(Cl)(Cl)Cl (2,5-dimethyl-6-[1-(2,2,2-trichloroethoxycarbonyl)-1,4-dihydro-4-pyridinyl]-2H-1,4-thiazin-3(4H)-one). The solvent is CN(C=O)C (dimethylformamide), C(Cl)(Cl)Cl (chloroform). Reaction conditions: temperature 140 celsius, time 2 hour. Product: CC1SC(=C(NC1=O)C)C1=CC=NC=C1 (2,5-dimethyl-6-(4-pyridinyl)-2H-1,4-thiazin-3(4H)-one). Yield: 51.8%. Reaction SMILES: [S].[CH3:2][CH:3]1[C:8](=[O:9])[NH:7][C:6]([CH3:10])=[C:5]([CH:11]2[CH:16]=[CH:15][N:14](C(OCC(Cl)(Cl)Cl)=O)[CH:13]=[CH:12]2)[S:4]1>CN(C)C=O.C(Cl)(Cl)Cl>[CH3:2][CH:3]1[C:8](=[O:9])[NH:7][C:6]([CH3:10])=[C:5]([C:11]2[CH:16]=[CH:15][N:14]=[CH:13][CH:12]=2)[S:4]1 |^3:0|. Procedure details: Sulfur sublimed (0.7 g) was added to a solution of 2,5-dimethyl-6-[1-(2,2,2-trichloroethoxycarbonyl)-1,4-dihydro-4-pyridinyl]-2H-1,4-thiazin-3(4H)-one (1.5 g) in dimethylformamide (20 ml) and the mixture was stirred at 140° C. for 2 hours. Then, the mixture was allowed to cool to ambient temperature and the solvent was removed under reduced pressure. The residue was dissolved in 2N hydrochloric acid and the insoluble matter was removed by filtration. The filtrate was adjusted to pH 7-8 by 2N aqu... Starting materials: N1CC(C1)OC1=C2CC[C@@H](N(C2=CC=C1C=1C=NN(C1)C1CC1)C(=O)OC)C ((S)-methyl 5-(azetidin-3-yloxy)-6-(1-cyclopropyl-1H-pyrazol-4-yl)-2-methyl-3,4-dihydroquinoline-1(2H)-carboxylate), CC(=O)C (acetone). Yields the product C1(CC1)N1N=CC(=C1)C=1C(=C2CC[C@@H](N(C2=CC1)C(=O)OC)C)OC1CN(C1)C(C)C ((S)-Methyl 6-(1-cyclopropyl-1H-pyrazol-4-yl)-5-(1-isopropylazetidin-3-yloxy)-2-methyl-3,4-dihydroquinoline-1(2H)-carboxylate). RXN SMILES: [NH:1]1[CH2:4][CH:3]([O:5][C:6]2[C:15]([C:16]3[CH:17]=[N:18][N:19]([CH:21]4[CH2:23][CH2:22]4)[CH:20]=3)=[CH:14][CH:13]=[C:12]3[C:7]=2[CH2:8][CH2:9][C@H:10]([CH3:28])[N:11]3[C:24]([O:26][CH3:27])=[O:25])[CH2:2]1.[CH3:29][C:30]([CH3:32])=O>>[CH:21]1([N:19]2[CH:20]=[C:16]([C:15]3[C:6]([O:5][CH:3]4[CH2:2][N:1]([CH:30]([CH3:32])[CH3:29])[CH2:4]4)=[C:7]4[C:12](=[CH:13][CH:14]=3)[N:11]([C:24]([O:26][CH3:27])=[O:25])[C@@H:10]([CH3:28])[CH2:9][CH2:8]4)[CH:17]=[N:18]2)[CH2:22][CH2:23]1. Reported procedure: (S)-Methyl 6-(1-cyclopropyl-1H-pyrazol-4-yl)-5-(1-isopropylazetidin-3-yloxy)-2-methyl-3,4-dihydroquinoline-1(2H)-carboxylate was synthesized from (S)-methyl 5-(azetidin-3-yloxy)-6-(1-cyclopropyl-1H-pyrazol-4-yl)-2-methyl-3,4-dihydroquinoline-1(2H)-carboxylate and acetone according to the procedure outlined above for Example 40. 1H NMR (400 MHz, CD3OD) δ ppm 0.85-0.95 (m, 6H), 1.05-1.15 (m, 7H), 1.45-1.55 (m, 1H), 2.15-2.52 (m, 3H), 2.80-2.90 (m, 1H), 3.01-3.11 (m, 2H), 3.40-3.50 (m, 2H), 3.67-3....